From a dataset of the Open Reaction Database (ORD), a public repository of structured organic reaction records. describe an organic reaction: reactants, conditions, products, and yield Starting materials: base, N#CBr (cyanogen bromide), C([O-])([O-])=O.[K+].[K+] (potassium carbonate), FC1=CC=C(C=C1)N1N=C(C2=CC=CC=C12)C1CCN(CC1)C (1-(4-fluorophenyl)-3-(1-methyl-4-piperidinyl)-1H-indazole), O (H2O). Run in CS(=O)C (dimethyl sulfoxide), CS(=O)C (dimethyl sulfoxide). Run at time 4 day. Product: FC1=CC=C(C=C1)N1N=C(C2=CC=CC=C12)C1CCN(CC1)C#N (4-[1-(4-Fluorophenyl)-1H-indazol-3-yl]piperidine--carbonitrile). Yield: 104.0%. Reaction SMILES: [N:1]#[C:2]Br.C(=O)([O-])[O-].[K+].[K+].[F:10][C:11]1[CH:16]=[CH:15][C:14]([N:17]2[C:25]3[C:20](=[CH:21][CH:22]=[CH:23][CH:24]=3)[C:19]([CH:26]3[CH2:31][CH2:30][N:29](C)[CH2:28][CH2:27]3)=[N:18]2)=[CH:13][CH:12]=1.O>CS(C)=O>[F:10][C:11]1[CH:16]=[CH:15][C:14]([N:17]2[C:25]3[C:20](=[CH:21][CH:22]=[CH:23][CH:24]=3)[C:19]([CH:26]3[CH2:31][CH2:30][N:29]([C:2]#[N:1])[CH2:28][CH2:27]3)=[N:18]2)=[CH:13][CH:12]=1 |f:1.2.3|. Reported procedure: To a stirred mixture of cyanogen bromide (21.67 g, 0.204 moles) and potassium carbonate (33.2 g, 0.24 moles) in dimethyl sulfoxide (400 ml) was added dropwise a solution of 1-(4-fluorophenyl)-3-(1-methyl-4-piperidinyl)-1H-indazole (59.45 g, 0.192 moles), the free base of example 67, in hot dimethyl sulfoxide (375 ml). The reaction was stirred at ambient temperature for 4 days and then poured into H2O (500 ml). The product was extracted (dichloromethane), dried (MgSO4), and concentrated to yield ... Reactants: CCOC(=O)CC#N, CC(=O)CCC=C(C)CCC=C(C)CCC=C(C)C, CC(=O)[O-], CC(=O)O, [NH4+], c1ccccc1. Product: CCOC(=O)C(C#N)C(C)CCC=C(C)CCC=C(C)CCC=C(C)C. Reaction SMILES: [C:20](#[N:21])[CH2:22][C:23](=[O:24])[O:25][CH2:26][CH3:27].[CH2:1]([CH:2]=[C:3]([CH3:4])[CH2:5][CH2:6][CH:7]=[C:8]([CH3:9])[CH2:10][CH2:11][CH:12]=[C:13]([CH3:14])[CH3:15])[CH2:16][C:17]([CH3:18])=[O:19].[CH3:29][C:30](=[O:31])[O-:32].[CH3:33][C:34](=[O:35])[OH:36].[NH4+:28].[cH:37]1[cH:38][cH:39][cH:40][cH:41][cH:42]1>>[CH2:1]([CH:2]=[C:3]([CH3:4])[CH2:5][CH2:6][CH:7]=[C:8]([CH3:9])[CH2:10][CH2:11][CH:12]=[C:13]([CH3:14])[CH3:15])[CH2:16][CH:17]([CH3:18])[CH:22]([C:20]#[N:21])[C:23](=[O:24])[O:25][CH2:26][CH3:27]. The reactants are C(O)([O-])=O.[Na+] (sodium hydrogencarbonate), Cl.C(C1=CN=CC=C1)(=O)Cl (Nicotinoyl chloride hydrochloride), NC=1SC(=C(N1)C1=CC=C(C=C1)OC)C1=CC(=NC=C1)N (4-[2-amino-4-(4-methoxyphenyl)-1,3-thiazol-5-yl]-2-pyridylamine). Reagents/catalysts: CN(C1=CC=NC=C1)C (4-dimethylaminopyridine). Run in CN(C(C)=O)C (N,N-dimethylacetamide). Reaction conditions: temperature 70 celsius, time 19 hour. The product is COC1=CC=C(C=C1)C=1N=C(SC1C1=CC(=NC=C1)NC(=O)C=1C=NC=CC1)NC(C1=CN=CC=C1)=O (N-[4-(4-methoxypheny)-5-[2-[(3-pyridylcarbonylamino)]-4-pyridyl]-1,3-thiazol-2-yl]nicotinamide). Yield: 33.0%. RXN SMILES: Cl.[C:2](Cl)(=[O:9])[C:3]1[CH:8]=[CH:7][CH:6]=[N:5][CH:4]=1.[NH2:11][C:12]1[S:13][C:14]([C:25]2[CH:30]=[CH:29][N:28]=[C:27]([NH2:31])[CH:26]=2)=[C:15]([C:17]2[CH:22]=[CH:21][C:20]([O:23][CH3:24])=[CH:19][CH:18]=2)[N:16]=1.[C:32](=[O:35])([O-])O.[Na+]>CN(C)C1C=CN=CC=1.CN(C)C(=O)C>[CH3:24][O:23][C:20]1[CH:21]=[CH:22][C:17]([C:15]2[N:16]=[C:12]([NH:11][C:32](=[O:35])[C:3]3[CH:8]=[CH:7][CH:6]=[N:5][CH:4]=3)[S:13][C:14]=2[C:25]2[CH:30]=[CH:29][N:28]=[C:27]([NH:31][C:2]([C:3]3[CH:4]=[N:5][CH:6]=[CH:7][CH:8]=3)=[O:9])[CH:26]=2)=[CH:18][CH:19]=1 |f:0.1,3.4|. Procedure details: Nicotinoyl chloride hydrochloride (0.72 g, 4.1 mmol) and 4-dimethylaminopyridine (0.05 g, 0.4 mmol) were added to a solution of 4-[2-amino-4-(4-methoxyphenyl)-1,3-thiazol-5-yl]-2-pyridylamine (0.41 g, 1.4 mmol) in N,N-dimethylacetamide (10 mL) and the mixture was stirred at 70° C. for 19 hours. After the reaction mixture was cooled to room temperature, a saturated aqueous solution of sodium hydrogencarbonate (50 mL) was added. The resulting crude crystals were collected by filtration and washed ... The reactants are [BH4-], CCO, ClCCl, [Na+], O=C1CC2CCC(C1)N2C(=O)O. Yields the product O=C(O)N1C2CCC1CC(O)C2. RXN SMILES: [BH4-:13].[CH3:15][CH2:16][OH:17].[Cl:18][CH2:19][Cl:20].[Na+:14].[O:1]=[C:2]1[CH2:3][CH:4]2[CH2:5][CH2:6][CH:7]([CH2:8]1)[N:9]2[C:10](=[O:11])[OH:12]>>[OH:1][CH:2]1[CH2:3][CH:4]2[CH2:5][CH2:6][CH:7]([CH2:8]1)[N:9]2[C:10](=[O:11])[OH:12].